Dataset: the Open Reaction Database (ORD), a public repository of structured organic reaction records. Task: describe an organic reaction: reactants, conditions, products, and yield Conditions: time 30 minute. Yield: 34.9%. As a reaction SMILES: [H-].[Na+].[CH3:3][C:4]1[C:12]2[C:11](=[O:13])[CH2:10][CH:9]([C:14]3[S:15][CH:16]=[CH:17][CH:18]=3)[CH2:8][C:7]=2[NH:6][CH:5]=1.[CH3:19][S:20](Cl)(=[O:22])=[O:21]>CN(C)C=O>[CH3:19][S:20]([N:6]1[C:7]2[CH2:8][CH:9]([C:14]3[S:15][CH:16]=[CH:17][CH:18]=3)[CH2:10][C:11](=[O:13])[C:12]=2[C:4]([CH3:3])=[CH:5]1)(=[O:22])=[O:21] |f:0.1|. Reactants: CC1=CNC=2CC(CC(C12)=O)C=1SC=CC1 (3-methyl-6-(2-thienyl)-4,5,6,7-tetrahydroindol-4-one), [H-].[Na+] (sodium hydride), CS(=O)(=O)Cl (methanesulfonylchloride). Solvent: CN(C=O)C (dimethylformamide), CN(C=O)C (dimethylformamide). Product: CS(=O)(=O)N1C=C(C=2C(CC(CC12)C=1SC=CC1)=O)C (1-methanesulfonyl-3-methyl-6-(2-thienyl)-4,5,6,7-tetrahydroindol-4-one). Reported procedure: To a suspension of 60% sodium hydride (0.11 g, washed with hexane thrice) in dimethylformamide (10 ml) was added 3-methyl-6-(2-thienyl)-4,5,6,7-tetrahydroindol-4-one (0.60 g), and the mixture was stirred at room temperature for 30 minutes. To the mixture was added a solution of methanesulfonylchloride (0.36 g) in dimethylformamide (2 ml), and the mixture was stirred at the same temperature for 14 hours. Under reduced pressure, the solvent was evaporated, and the residue was dissolved in ethyl ac... Starting materials: BrC=C(C)C1=CC=NC=C1 (4-(1-bromoprop-1-en-2-yl)pyridine), N1[C@H](C(=O)O)CCC1 (L-proline), ClC1=CC=2C3=C(NC2C=C1)CC(N(C3)C)C (8-Chloro-2,3-dimethyl-2,3,4,5-tetrahydro-1H-pyrido[4,3-b]indole), P(=O)([O-])([O-])[O-].[K+].[K+].[K+] (potassium phosphate). Reagents/catalysts: [Cu]I (Copper (I) iodide). The solvent is O (water), CN(C)C=O (DMF), CN(C)C=O (DMF). Run at temperature 140 celsius. The product is ClC1=CC=2C3=C(N(C2C=C1)\C=C(/C)\C1=CC=NC=C1)CC(N(C3)C)C ((E)-8-chloro-2,3-dimethyl-5-(2-(pyridin-4-yl)prop-1-enyl)-2,3,4,5-tetrahydro-1H-pyrido[4,3-b]indole). RXN SMILES: [Cl:1][C:2]1[CH:10]=[CH:9][C:8]2[NH:7][C:6]3[CH2:11][CH:12]([CH3:16])[N:13]([CH3:15])[CH2:14][C:5]=3[C:4]=2[CH:3]=1.P([O-])([O-])([O-])=O.[K+].[K+].[K+].Br[CH:26]=[C:27]([C:29]1[CH:34]=[CH:33][N:32]=[CH:31][CH:30]=1)[CH3:28].N1CCC[C@H]1C(O)=O>CN(C=O)C.[Cu]I.O>[Cl:1][C:2]1[CH:10]=[CH:9][C:8]2[N:7](/[CH:26]=[C:27](/[C:29]3[CH:34]=[CH:33][N:32]=[CH:31][CH:30]=3)\[CH3:28])[C:6]3[CH2:11][CH:12]([CH3:16])[N:13]([CH3:15])[CH2:14][C:5]=3[C:4]=2[CH:3]=1 |f:1.2.3.4|. Procedure: 8-Chloro-2,3-dimethyl-2,3,4,5-tetrahydro-1H-pyrido[4,3-b]indole (117 mg, 0.5 mmol) and potassium phosphate (212 mg, 1 mmol) were mixed in DMF and the suspension was purged with nitrogen. The suspension was heated at 140° C. for 10 min. In a separate round bottomed flask, 4-(1-bromoprop-1-en-2-yl)pyridine (107.83 mg, 0.55 mmol), L-proline (11.5 mg, 0.1 mmol) and Copper (I) iodide (9.5 mg, 0.05 mmol) were mixed in DMF, the suspension was purged with nitrogen, and heated at 90° C. for 5 min. at whi... The reactants are NC(C#N)(CO)C (2-amino-3-hydroxy-2-methyl-propionitrile), C(#C)C=1C=NC2=CC=C(C=C2C1)OC(C(=O)O)SC ((3-ethynyl-quinolin-6-yloxy)-methylsulfanyl-acetic acid), ON1N=NC2=C1N=CC=C2 (1-hydroxy-7-azabenzotriazole), F[B-](F)(F)F.N1(N=NC2=C1C=CC=C2)OC(=[N+](C)C)N(C)C (O-(1H Benzotriazol-1-yl)-N,N,N′,N′-tetramethyluronium tetrafluoroborate). The solvent is [Cl-].[Na+].O (brine), C(C)(=O)OCC (ethyl acetate), C(C)#N (acetonitrile), C(C)N(CC)CC (triethylamine), C(C)#N (acetonitrile). Reaction conditions: time 18 hour. Yields the product C(#N)C(CO)(C)NC(C(SC)OC=1C=C2C=C(C=NC2=CC1)C#C)=O (N-(1-cyano-2-hydroxy-1-methyl-ethyl)-2-(3-ethynyl-quinolin-6-yloxy)-2-methylsulfanyl-acetamide). The yield is 38.8%. RXN SMILES: [C:1]([C:3]1[CH:4]=[N:5][C:6]2[C:11]([CH:12]=1)=[CH:10][C:9]([O:13][CH:14]([S:18][CH3:19])[C:15]([OH:17])=O)=[CH:8][CH:7]=2)#[CH:2].ON1C2N=CC=CC=2N=N1.F[B-](F)(F)F.N1(OC(N(C)C)=[N+](C)C)C2C=CC=CC=2N=N1.[NH2:52][C:53]([CH3:58])([CH2:56][OH:57])[C:54]#[N:55]>C(#N)C.[Cl-].[Na+].O.C(OCC)(=O)C.C(N(CC)CC)C>[C:54]([C:53]([NH:52][C:15](=[O:17])[CH:14]([O:13][C:9]1[CH:10]=[C:11]2[C:6](=[CH:7][CH:8]=1)[N:5]=[CH:4][C:3]([C:1]#[CH:2])=[CH:12]2)[S:18][CH3:19])([CH3:58])[CH2:56][OH:57])#[N:55] |f:2.3,6.7.8|. Reported procedure: To a solution of (3-ethynyl-quinolin-6-yloxy)-methylsulfanyl-acetic acid (4.0 g) and triethylamine (6 ml) in dry acetonitrile (50 ml) at room temperature were added successively a 1-hydroxy-7-azabenzotriazole (2.39 g) and O-(1H Benzotriazol-1-yl)-N,N,N′,N′-tetramethyluronium tetrafluoroborate (5.64 g) and a solution of 2-amino-3-hydroxy-2-methyl-propionitrile (1.76 g) in dry acetonitrile (20 ml). The reaction mixture was stirred at room temperature for 18 hrs and then poured onto a mixture of et... Reactants: O=C([O-])O, C[Si](C)(C)[N-][Si](C)(C)C, CCOC(C)=O, ClCc1ccccn1, Cl, [Na+], [Na+], CN(C)C=O, CC(C)(C)C(=O)c1cn(COCC[Si](C)(C)C)c2ncc(-c3ccc4[nH]ccc4c3)nc12. The product is CC(C)(C)C(=O)c1cn(COCC[Si](C)(C)C)c2ncc(-c3ccc4c(ccn4Cc4ccccn4)c3)nc12. As a reaction SMILES: [C:52](=[O:53])([OH:54])[O-:55].[CH3:34][Si:35]([N-:36][Si:37]([CH3:38])([CH3:39])[CH3:40])([CH3:41])[CH3:42].[CH3:57][CH2:58][O:59][C:60]([CH3:61])=[O:62].[Cl:44][CH2:45][c:46]1[n:47][cH:48][cH:49][cH:50][cH:51]1.[ClH:43].[Na+:33].[Na+:56].[O:63]=[CH:64][N:65]([CH3:66])[CH3:67].[nH:1]1[cH:2][cH:3][c:4]2[cH:5][c:6](-[c:10]3[n:11][c:12]4[c:13]([n:14][cH:15]3)[n:16]([CH2:25][O:26][CH2:27][CH2:28][Si:29]([CH3:30])([CH3:31])[CH3:32])[cH:17][c:18]4[C:19]([C:20]([CH3:21])([CH3:22])[CH3:23])=[O:24])[cH:7][cH:8][c:9]12>>[n:1]1([CH2:45][c:46]2[n:47][cH:48][cH:49][cH:50][cH:51]2)[cH:2][cH:3][c:4]2[cH:5][c:6](-[c:10]3[n:11][c:12]4[c:13]([n:14][cH:15]3)[n:16]([CH2:25][O:26][CH2:27][CH2:28][Si:29]([CH3:30])([CH3:31])[CH3:32])[cH:17][c:18]4[C:19]([C:20]([CH3:21])([CH3:22])[CH3:23])=[O:24])[cH:7][cH:8][c:9]12.